Dataset: the Open Reaction Database (ORD), a public repository of structured organic reaction records. Task: describe an organic reaction: reactants, conditions, products, and yield Reactants: C(C(=O)Cl)(=O)Cl (oxalyl chloride), C(C)N(CC)S(F)(F)F (diethylaminosulfurtrifluoride), C(C1=CC=CC=C1)OCCC=O (3-benzyloxy-1-propanal), C[Si](C)(C)C#N (trimethylsilylcyanide). The reagents and catalysts are [I-].[Zn+2].[I-] (zinc iodide). The product is C(C1=CC=CC=C1)OCCC(C#N)F (4-benzyloxy-2-fluorobutyronitrile). As a reaction SMILES: C(Cl)(=O)C(Cl)=O.[CH2:7]([O:14][CH2:15][CH2:16][CH:17]=O)[C:8]1[CH:13]=[CH:12][CH:11]=[CH:10][CH:9]=1.C[Si]([C:23]#[N:24])(C)C.C(N(S(F)(F)[F:31])CC)C>[I-].[Zn+2].[I-]>[CH2:7]([O:14][CH2:15][CH2:16][CH:17]([F:31])[C:23]#[N:24])[C:8]1[CH:13]=[CH:12][CH:11]=[CH:10][CH:9]=1 |f:4.5.6|. Reported procedure: The compound 1,3-propanediol 13 is mono-alkylated to yield the 3-benzyloxy-1-propanol, which is then oxidized by means of oxalyl chloride to the corresponding 3-benzyloxy-1-propanal, 15. Reaction with trimethylsilylcyanide, preferably in the presence of a catalytic amount of zinc iodide, followed by treatment with diethylaminosulfurtrifluoride results in the formation of 4-benzyloxy-2-fluorobutyronitrile, 16. Reactants: C1(=CC=CC=C1)O (Phenol), C(C1=CC=CO1)O (furfuryl alcohol), C=O (paraformaldehyde), C(C1=CC=CO1)O (furfuryl alcohol). Product: urea-formaldehyde resin, C=O.C1(=CC=CC=C1)O (phenol formaldehyde), C(C1=CC=CO1)O (furfuryl alcohol). Reaction SMILES: [CH2:1]([OH:7])[C:2]1[O:6][CH:5]=[CH:4][CH:3]=1.[C:8]1([OH:14])[CH:13]=[CH:12][CH:11]=[CH:10][CH:9]=1.C=O>>[CH2:5]=[O:6].[C:8]1([OH:14])[CH:13]=[CH:12][CH:11]=[CH:10][CH:9]=1.[CH2:1]([OH:7])[C:2]1[O:6][CH:5]=[CH:4][CH:3]=1 |f:3.4|. Procedure: A mixture of furfuryl alcohol and a urea-formaldehyde resin is prepared. Phenol and furfuryl alcohol and paraformaldehyde are heated together to produce a phenol formaldehyde pre-condensate admixture with furfuryl alcohol. The urea-formaldehyde-furfuryl alcohol precondensate and phenol-formaldehyde-furfuryl alcohol admixture are mixed with poly furfuryl alcohol and heated at a temperature of about 120°-160° F. for several hours until a viscous liquid pre-polymer admixture is obtained.